This data is from the Open Reaction Database (ORD), a public repository of structured organic reaction records. The task is: describe an organic reaction: reactants, conditions, products, and yield The reactants are CC(OCc1ccccc1)C(O)CCc1cccc2ccccc12, COC(=O)c1c[nH]cn1. Yields the product COC(=O)c1cn(C(CCc2cccc3ccccc23)C(C)OCc2ccccc2)cn1. Reaction SMILES: [CH2:1]([c:2]1[cH:3][cH:4][cH:5][cH:6][cH:7]1)[O:8][CH:9]([CH3:10])[CH:11]([CH2:12][CH2:13][c:14]1[cH:15][cH:16][cH:17][c:18]2[cH:19][cH:20][cH:21][cH:22][c:23]12)[OH:24].[nH:25]1[cH:26][n:27][c:28]([C:30](=[O:31])[O:32][CH3:33])[cH:29]1>>[CH2:1]([c:2]1[cH:3][cH:4][cH:5][cH:6][cH:7]1)[O:8][CH:9]([CH3:10])[CH:11]([CH2:12][CH2:13][c:14]1[cH:15][cH:16][cH:17][c:18]2[cH:19][cH:20][cH:21][cH:22][c:23]12)[n:25]1[cH:26][n:27][c:28]([C:30](=[O:31])[O:32][CH3:33])[cH:29]1. Reactants: CCCCO, COCCN, O=[N+]([O-])c1ccccc1F. Yields the product COCCNc1ccccc1[N+](=O)[O-]. As a reaction SMILES: [CH2:16]([OH:17])[CH2:18][CH2:19][CH3:20].[CH3:11][O:12][CH2:13][CH2:14][NH2:15].[F:1][c:2]1[c:3]([N+:8](=[O:9])[O-:10])[cH:4][cH:5][cH:6][cH:7]1>>[c:2]1([NH:15][CH2:14][CH2:13][O:12][CH3:11])[c:3]([N+:8](=[O:9])[O-:10])[cH:4][cH:5][cH:6][cH:7]1. The reagents and catalysts are C1COCCOCCOCCOCCOCCO1 (18-crown-6). Run in O (water), O1CCCC1 (tetrahydrofuran), O (water), O1CCCC1 (tetrahydrofuran). As a reaction SMILES: [NH:1]([C:20]([O:22][CH2:23][C:24]1[CH:29]=[CH:28][CH:27]=[CH:26][CH:25]=1)=[O:21])[C@@H:2]([C:10]([N:12]1[CH2:19][CH2:18][CH2:17][C@H:13]1[C:14]([OH:16])=[O:15])=[O:11])[CH2:3][CH:4]1[CH2:9][CH2:8][CH2:7][CH2:6][CH2:5]1.CI.[C:32](O)(=O)C.[OH-].[Na+]>O1CCCC1.C1OCCOCCOCCOCCOCCOC1.O>[N:1]([C:20]([O:22][CH2:23][C:24]1[CH:25]=[CH:26][CH:27]=[CH:28][CH:29]=1)=[O:21])([CH3:32])[C@@H:2]([C:10]([N:12]1[CH2:19][CH2:18][CH2:17][C@H:13]1[C:14]([OH:16])=[O:15])=[O:11])[CH2:3][CH:4]1[CH2:5][CH2:6][CH2:7][CH2:8][CH2:9]1 |f:3.4|. Product: N([C@H](CC1CCCCC1)C(=O)N1[C@H](C(=O)O)CCC1)(C)C(=O)OCC1=CC=CC=C1 (Cbz-N-Me-D-Cha-Pro-OH). Isolated yield 90.0%. Procedure details: To a suspension of KH (19.3 g, 25% suspension in oil, mmol) in tetrahydrofuran (100 mL) at 0° C. was slowly added (over 25 min) a solution of Cbz-D-Cha-Pro-OH (16.8 g, 41.7 mmol) in tetrahydrofuran (50 mL). During this addition period the internal temperature was monitored and maintained at less than 10° C. To this solution was then slowly added a solution of methyl iodide (5 mL, 80 mmol) and 18-crown-6 (661 mg, 2.5 mmol), again maintaining the internal temperature below 10° C. After 2 h acetic ... The reactants are N([C@H](CC1CCCCC1)C(=O)N1[C@H](C(=O)O)CCC1)C(=O)OCC1=CC=CC=C1 (Cbz-D-Cha-Pro-OH), suspension, CI (methyl iodide), C(C)(=O)O (acetic acid), [OH-].[Na+] (NaOH). Isolated yield 92.5%. Procedure details: Methanesulfonic acid (33.2 mg, 0.346 mmol) was added to a solution of (2S,3R)—N-(2-((3-pyridinyl)methyl)-1-azabicyclo[2.2.2]oct-3-yl)benzofuran-2-carboxamide (125 mg, 0.346 mmol) in hot ethanol (1 mL). Cooling failed to produce a precipitate. The mixture was refluxed, and the hot mixture was filtered through a cotton plug, which was subsequently rinsed with methanol (1 mL). The volatiles were removed by rotary evaporation, and the residue (light yellow foam) was dissolved in hot isopropanol (1 m... RXN SMILES: [CH3:1][S:2]([OH:5])(=[O:4])=[O:3].[N:6]1[CH:11]=[CH:10][CH:9]=[C:8]([CH2:12][C@H:13]2[C@H:18]([NH:19][C:20]([C:22]3[O:23][C:24]4[CH:30]=[CH:29][CH:28]=[CH:27][C:25]=4[CH:26]=3)=[O:21])[CH:17]3[CH2:31][CH2:32][N:14]2[CH2:15][CH2:16]3)[CH:7]=1>C(O)C>[CH3:1][S:2]([OH:5])(=[O:4])=[O:3].[N:6]1[CH:11]=[CH:10][CH:9]=[C:8]([CH2:12][C@H:13]2[C@H:18]([NH:19][C:20]([C:22]3[O:23][C:24]4[CH:30]=[CH:29][CH:28]=[CH:27][C:25]=4[CH:26]=3)=[O:21])[CH:17]3[CH2:31][CH2:32][N:14]2[CH2:15][CH2:16]3)[CH:7]=1 |f:3.4|. The solvent is C(C)O (ethanol). Starting materials: CS(=O)(=O)O (Methanesulfonic acid), N1=CC(=CC=C1)C[C@@H]1N2CCC([C@H]1NC(=O)C=1OC3=C(C1)C=CC=C3)CC2 ((2S,3R)—N-(2-((3-pyridinyl)methyl)-1-azabicyclo[2.2.2]oct-3-yl)benzofuran-2-carboxamide). Yields the product CS(=O)(=O)O.N1=CC(=CC=C1)C[C@@H]1N2CCC([C@H]1NC(=O)C=1OC3=C(C1)C=CC=C3)CC2 ((2S,3R)—N-(2-((3-pyridinyl)methyl)-1-azabicyclo[2.2.2]oct-3-yl)benzofuran-2-carboxamide Methanesulfonate salt). The reactants are NC1=NOC(=N1)CC1=C(C=CC=C1Cl)Cl (3-amino-5-(2,6-dichlorobenzyl)-1,2,4-oxadiazole), C(OCC)([O-])[O-] (ethyl orthoformate), C(OCC)([O-])[O-] (ethyl orthoformate). Yields the product C(C)OC=NC1=NOC(=N1)CC1=C(C=CC=C1Cl)Cl (3-Ethoxymethyleneamino-5-(2,6-dichlorobenzyl)-1,2,4-oxadiazole). As a reaction SMILES: [NH2:1][C:2]1[N:6]=[C:5]([CH2:7][C:8]2[C:13]([Cl:14])=[CH:12][CH:11]=[CH:10][C:9]=2[Cl:15])[O:4][N:3]=1.[CH:16]([O-])([O-])[O:17][CH2:18][CH3:19]>>[CH2:18]([O:17][CH:16]=[N:1][C:2]1[N:6]=[C:5]([CH2:7][C:8]2[C:13]([Cl:14])=[CH:12][CH:11]=[CH:10][C:9]=2[Cl:15])[O:4][N:3]=1)[CH3:19]. Procedure: 1 g of 3-amino-5-(2,6-dichlorobenzyl)-1,2,4-oxadiazole is heated in air at 150° C. for 3 hours with a few ml of ethyl orthoformate in an amount which is just sufficient to ensure slight agitation. The excess ethyl orthoformate is driven off under reduced pressure. The residue is crystallised from ether. The reactants are C(C)OC1=CC=C(C=C1)N1CC(N(CC1)CC1=CC=CC=C1)C(=O)N(C1=CC=C(C=C1)N1C(=NC=C1)C)CCOC (4-(4-ethoxyphenyl)-N-(2-methoxyethyl)-N-[4-(2-methyl-1H-imidazol-1-yl)phenyl]-1-(phenylmethyl)-2-piperazinecarboxamide), [H-].[Al+3].[Li+].[H-].[H-].[H-] (lithium aluminum hydride). Product: C(C)OC1=CC=C(C=C1)N1CC(N(CC1)CC1=CC=CC=C1)CN(C1=CC=C(C=C1)N1C(=NC=C1)C)CCOC (4-(4-Ethoxyphenyl)-N-(2-methoxyethyl)-N-[4-(2-methyl-1H-imidazol-1-yl)phenyl]-1-(phenylmethyl)-2-piperazinemethanamine). As a reaction SMILES: [CH2:1]([O:3][C:4]1[CH:9]=[CH:8][C:7]([N:10]2[CH2:15][CH2:14][N:13]([CH2:16][C:17]3[CH:22]=[CH:21][CH:20]=[CH:19][CH:18]=3)[CH:12]([C:23]([N:25]([CH2:38][CH2:39][O:40][CH3:41])[C:26]3[CH:31]=[CH:30][C:29]([N:32]4[CH:36]=[CH:35][N:34]=[C:33]4[CH3:37])=[CH:28][CH:27]=3)=O)[CH2:11]2)=[CH:6][CH:5]=1)[CH3:2].[H-].[Al+3].[Li+].[H-].[H-].[H-]>>[CH2:1]([O:3][C:4]1[CH:9]=[CH:8][C:7]([N:10]2[CH2:15][CH2:14][N:13]([CH2:16][C:17]3[CH:18]=[CH:19][CH:20]=[CH:21][CH:22]=3)[CH:12]([CH2:23][N:25]([CH2:38][CH2:39][O:40][CH3:41])[C:26]3[CH:31]=[CH:30][C:29]([N:32]4[CH:36]=[CH:35][N:34]=[C:33]4[CH3:37])=[CH:28][CH:27]=3)[CH2:11]2)=[CH:6][CH:5]=1)[CH3:2] |f:1.2.3.4.5.6|. Procedure details: In a manner similar to Preparation 2, react 4-(4-ethoxyphenyl)-N-(2-methoxyethyl)-N-[4-(2-methyl-1H-imidazol-1-yl)phenyl]-1-(phenylmethyl)-2-piperazinecarboxamide with lithium aluminum hydride to obtain the title compound.